Dataset: the Open Reaction Database (ORD), a public repository of structured organic reaction records. Task: describe an organic reaction: reactants, conditions, products, and yield Procedure details: About 1.9 ml of a 25% solution of phosphonitrile chloride in methylene chloride are added at room temperature with stirring to a mixture containing 486 g (3.0 mol) of hexamethyldisiloxane and 170 g (1.0 mol) of tetrachlorosilane. After the mixture has been stirred at room temperature for 8 hours, the catalyst is deactivated by adding 2.2 ml of tri-n-butylamine. Distillation of the reaction mixture at 18° to 34° C. and at 2 mbar gives 55 g of 3,3-dichlorohexamethyltrisiloxane, but no 3-chloro-3-t... The reactants are C(CCC)N(CCCC)CCCC (tri-n-butylamine), solution, phosphonitrile chloride, C[Si](O[Si](C)(C)C)(C)C (hexamethyldisiloxane), Cl[Si](Cl)(Cl)Cl (tetrachlorosilane). Isolated yield 19.8%. Yields the product Cl[Si](O[Si](C)(C)C)(O[Si](C)(C)C)Cl (3,3-dichlorohexamethyltrisiloxane). The solvent is C(Cl)Cl (methylene chloride). RXN SMILES: C[Si](C)(C)[O:3][Si:4]([CH3:7])([CH3:6])[CH3:5].[Cl:10][Si:11]([Cl:14])(Cl)Cl.C(N(CCCC)CCCC)CCC>C(Cl)Cl>[Cl:10][Si:11]([Cl:14])([O:3][Si:4]([CH3:5])([CH3:6])[CH3:7])[O:3][Si:4]([CH3:7])([CH3:6])[CH3:5].